From a dataset of the Open Reaction Database (ORD), a public repository of structured organic reaction records. describe an organic reaction: reactants, conditions, products, and yield Reactants: C(=O)=O (CO2), product, C(C(CC(=O)[O-])C(=O)[O-])(C(=O)[O-])C(=O)[O-].[Na+].[Na+].[Na+].[Na+] (tetrasodium propane-1,1,2,3-tetracarboxylate), Cl (HCl). The solvent is O (water). The product is C(/C(=C\C(=O)O)/C(=O)O)C(=O)O (trans Aconitic Acid). As a reaction SMILES: [CH:1](C([O-])=O)([C:10]([O-:12])=[O:11])[CH:2]([C:7]([O-:9])=[O:8])[CH2:3][C:4]([O-:6])=[O:5].[Na+].[Na+].[Na+].[Na+].Cl.C(=O)=O>O>[CH2:3]([C:4]([OH:6])=[O:5])/[C:2](/[C:7]([OH:9])=[O:8])=[CH:1]\[C:10]([OH:12])=[O:11] |f:0.1.2.3.4|. Procedure details: Nine grams of the product as prepared in Example 19, i.e. tetrasodium propane-1,1,2,3-tetracarboxylate, is dissolved in 100 mls water and acidified with dilute HCl (10%). Liberation of CO2 is instantaneous. The residue, after evaporation of water, is extracted with acetone. The acetone is evaporated to leave a residue consisting of a 1:1 by weight mixture of cis:trans aconitric acid. The structure of the product is confirmed by NMR analysis (D2O): Reactants: [I-].C[N+](CC1CCC=2N(C3=CC=CC=C3C2C1=O)C)(C)C (2,3,4,9-Tetrahydro-N,N,N,9-tetramethyl-4-oxo-1H-carbazole-3-methanaminium iodide), C([O-])([O-])=O.[Na+].[Na+] (sodium carbonate). Run in O (water). Product: CN1C2=CC=CC=C2C=2C(C(CCC12)=C)=O (1,2,3,9-Tetrahydro-9-methyl-3-methylene-4H-carbazol-4-one). The yield is 105.6%. As a reaction SMILES: [I-].C[N+](C)(C)[CH2:4][CH:5]1[C:17](=[O:18])[C:16]2[C:15]3[C:10](=[CH:11][CH:12]=[CH:13][CH:14]=3)[N:9]([CH3:19])[C:8]=2[CH2:7][CH2:6]1.C(=O)([O-])[O-].[Na+].[Na+]>O>[CH3:19][N:9]1[C:8]2[CH2:7][CH2:6][C:5](=[CH2:4])[C:17](=[O:18])[C:16]=2[C:15]2[C:10]1=[CH:11][CH:12]=[CH:13][CH:14]=2 |f:0.1,2.3.4|. Procedure: A solution of the product from Preparation 2 (5.0 g) in water (20 ml) was treated with 2N sodium carbonate (6.55 ml) and warmed at 35° for 45 mins. The resulting slurry was cooled to 0° and the solid was filtered off, washed with water and dried to give the title compound (2.8 g) m.p. 127°-129°. The reactants are O1COC2=C1C=CC(=C2)CC(CN2CCN(CC2)CC(=O)NC2=C(C=CC=C2C)C)O (2-[4-(3-Benzo[1,3]dioxol-5-yl-2-hydroxy-propyl)-piperazin-1-yl]-N-(2,6-dimethyl-phenyl)-acetamide), COC1=C(C=CC=C1)CC=C (3-(2-methoxyphenyl)-1-propene), C1OC=2C=C(C=CC2O1)CC=C (3-(3,4-methylendioxyphenyl)-1-propene). The product is CC1=C(C(=CC=C1)C)NC(CN1CCN(CC1)CC(CC1=C(C=CC=C1)OC)O)=O (N-(2,6-dimethylphenyl)-2-{4-[2-hydroxy-3(2-methoxyphenyl)-propyl]piperazinyl}acetamide). Reaction SMILES: O1[C:5]2[CH:6]=[CH:7][C:8]([CH2:10][CH:11]([OH:31])[CH2:12][N:13]3[CH2:18][CH2:17][N:16]([CH2:19][C:20]([NH:22][C:23]4[C:28]([CH3:29])=[CH:27][CH:26]=[CH:25][C:24]=4[CH3:30])=[O:21])[CH2:15][CH2:14]3)=[CH:9][C:4]=2OC1.[CH3:32][O:33]C1C=CC=CC=1CC=C.C1OC2C=CC(CC=C)=CC=2O1>>[CH3:30][C:24]1[CH:25]=[CH:26][CH:27]=[C:28]([CH3:29])[C:23]=1[NH:22][C:20](=[O:21])[CH2:19][N:16]1[CH2:15][CH2:14][N:13]([CH2:12][CH:11]([OH:31])[CH2:10][C:8]2[CH:7]=[CH:6][CH:5]=[CH:4][C:9]=2[O:33][CH3:32])[CH2:18][CH2:17]1. Procedure: 2-[4-(3-(2H-benzo[d]1,3-dioxolen-5-yl)-2-hydroxypropyl)piperazinyl]-N-(2,6-dimethylphenyl)acetamide (7) To a solution of compound 5 (0.4 g, 1.64 mmol) in ethanol (100 mL) was added compound 6 (0.38 g, 2.14 mmol) in 10 mL EtOH. The reaction mixture was refluxed for 24 h. The mixture was concentrated in vacuo, and the residue was purified by using Prep. TLC (10:1 dichloromethane:methanol) to afford compound 7:Mass spectrum (MH+1)=426.34. N-(2,6-dimethylphenyl)-2-[4-(2-hydroxy-4-phenylbutyl)piperaz...